This data is from the Open Reaction Database (ORD), a public repository of structured organic reaction records. The task is: describe an organic reaction: reactants, conditions, products, and yield Reactants: N1CCC(CC1)CNC(=O)C1=CNC2=C1N=CN=C2C2=C(C=CC=1OCOC12)OCC1CC1 (4-(5-cyclopropylmethoxy-benzo[1,3]dioxol-4-yl)-5H-pyrrolo[3,2-d]pyrimidine-7-carboxylic acid (piperidin-4-ylmethyl)-amide), ClC(=O)COC(C)=O (acetic acid chlorocarbonyl-methyl ester). Product: OCC(=O)N1CCC(CC1)CNC(=O)C1=CNC2=C1N=CN=C2C2=C(C=CC=1OCOC12)OCC1CC1 (4-(5-Cyclopropylmethoxy-benzo[1,3]dioxol-4-yl)-5H-pyrrolo[3,2-d]pyrimidine-7-carboxylic acid [1-(2-hydroxy-ethanoyl)-piperidin-4-ylmethyl]-amide). As a reaction SMILES: [NH:1]1[CH2:6][CH2:5][CH:4]([CH2:7][NH:8][C:9]([C:11]2[C:15]3[N:16]=[CH:17][N:18]=[C:19]([C:20]4[C:28]5[O:27][CH2:26][O:25][C:24]=5[CH:23]=[CH:22][C:21]=4[O:29][CH2:30][CH:31]4[CH2:33][CH2:32]4)[C:14]=3[NH:13][CH:12]=2)=[O:10])[CH2:3][CH2:2]1.Cl[C:35]([CH2:37][O:38]C(=O)C)=[O:36]>>[OH:38][CH2:37][C:35]([N:1]1[CH2:2][CH2:3][CH:4]([CH2:7][NH:8][C:9]([C:11]2[C:15]3[N:16]=[CH:17][N:18]=[C:19]([C:20]4[C:28]5[O:27][CH2:26][O:25][C:24]=5[CH:23]=[CH:22][C:21]=4[O:29][CH2:30][CH:31]4[CH2:32][CH2:33]4)[C:14]=3[NH:13][CH:12]=2)=[O:10])[CH2:5][CH2:6]1)=[O:36]. Reported procedure: Starting from 4-(5-cyclopropylmethoxy-benzo[1,3]dioxol-4-yl)-5H-pyrrolo[3,2-d]pyrimidine-7-carboxylic acid (piperidin-4-ylmethyl)-amide (example A144) and acetic acid chlorocarbonyl-methyl ester the title compound is obtained as colorless solid.